Task: describe an organic reaction: reactants, conditions, products, and yield. Dataset: the Open Reaction Database (ORD), a public repository of structured organic reaction records Starting materials: FC=1C=C(C(C(=O)O)=CC1F)N (4,5-difluoroanthranilic acid), FC=1C=C2C(C(=O)OC2=O)=CC1F (4,5 difluorophthalic anhydride), FC=1C=C(C(C(=O)O)=CC1F)C(=O)O (4,5-difluorophthalic acid). Reagents/catalysts: [Cu]=O (copper oxide), FC=1C=C2C(C(=O)OC2=O)=CC1F (4,5-difluorophthalic anhydride), halides, FC=1C=C(C(C(=O)O)=CC1F)C(=O)O (4,5-difluorophthalic acid), [Zn] (Zn), CC(=O)N(C)C (dimethyl acetamide), [Cu] (copper), [Cu] (copper), [Ni] (Ni). Solvent: N1=CC=CC2=CC=CC=C12 (quinoline), CN1C(CCC1)=O (N-methyl-2-pyrrolidone). The product is FC=1C=C(C(=O)O)C=CC1F (3,4-difluorobenzoic acid). Reaction SMILES: [F:1][C:2]1[CH:3]=[C:4](N)[C:5](=[CH:9][C:10]=1[F:11])[C:6]([OH:8])=[O:7].FC1C=C2C(=O)OC(=O)C2=CC=1F.FC1C=C(C(O)=O)C(=CC=1F)C(O)=O>FC1C=C2C(=O)OC(=O)C2=CC=1F.FC1C=C(C(O)=O)C(=CC=1F)C(O)=O.CN1CCCC1=O.N1C2C(=CC=CC=2)C=CC=1.CC(N(C)C)=O.[Cu].[Cu]=O.[Zn].[Ni]>[F:11][C:10]1[CH:9]=[C:5]([CH:4]=[CH:3][C:2]=1[F:1])[C:6]([OH:8])=[O:7]. Reported procedure: According to the present invention, 4,5-difluoroanthranilic acid may be prepared from either 4,5 difluorophthalic anhydride or 4,5-difluorophthalic acid. The process of this invention comprises the decarboxylation of either 4,5-difluorophthalic anhydride and 4,5-difluorophthalic acid in N-methyl-2-pyrrolidone, quinoline, or dimethyl acetamide solution optionally using copper, copper oxide, copper salts, or halides and salts of Zn, Cd, Ag and Ni as a catalyst, to yield 3,4-difluorobenzoic acid; t... Starting materials: CC(=O)O[BH-](OC(C)=O)OC(C)=O, CC(=O)O, Nc1cc([N+](=O)[O-])ccc1Cl, CC(Cl)Cl, [Na+], [Na+], CC(C)(C)OC(=O)N1CCC(=O)CC1, [OH-], O. Reaction SMILES: [C:30]([O:31][BH-:32]([O:33][C:34](=[O:35])[CH3:36])[O:37][C:38](=[O:39])[CH3:40])(=[O:41])[CH3:42].[CH3:26][C:27](=[O:28])[OH:29].[Cl:1][c:2]1[c:3]([NH2:4])[cH:5][c:6]([N+:9](=[O:10])[O-:11])[cH:7][cH:8]1.[Cl:44][CH:45]([Cl:46])[CH3:47].[Na+:43].[Na+:50].[O:12]=[C:13]1[CH2:14][CH2:15][N:16]([C:19](=[O:20])[O:21][C:22]([CH3:23])([CH3:24])[CH3:25])[CH2:17][CH2:18]1.[OH-:49].[OH2:48]>>[Cl:1][c:2]1[c:3]([NH:4][CH:13]2[CH2:14][CH2:15][N:16]([C:19](=[O:20])[O:21][C:22]([CH3:23])([CH3:24])[CH3:25])[CH2:17][CH2:18]2)[cH:5][c:6]([N+:9](=[O:10])[O-:11])[cH:7][cH:8]1. Product: CC(C)(C)OC(=O)N1CCC(Nc2cc([N+](=O)[O-])ccc2Cl)CC1. Reported procedure: In a similar fashion to Compound CXXV, (1S,2S,3R,4R)-3-(2,3-Diamino-5-bromo-pyridin-4-ylamino)-bicyclo[2.2.1]hept-5-ene-2-carboxylic acid amide (86.35 mg, 0.2553 mmol), 4-Chlorobenzaldehyde (39.5 mg, 0.281 mmol) and Ammonium acetate (39.4 mg, 0.511 mmol) were reacted to produce 72.70 mg (63%) of the title compound. (300 MHz, DMSO-d6) 13.39 (s, 1H), 8.14 (d, J=9 Hz, 1H), 8.04 (s, 1H), 7.75 (s, 1H), 7.63 (d, J=9 Hz, 2H), 7.21 (m, 2H), 6.41 (m, 1H), 6.37 (m, 1H), 5.21 (t, J=17 Hz, 9 Hz, 1H), 2.89 (... Yields the product BrC=1C(=C2C(=NC1)NC(=N2)C2=CC=C(C=C2)Cl)N[C@H]2[C@H]([C@@H]1C=C[C@H]2C1)C(=O)N ((1S,2S,3R,4R)-3-[6-Bromo-2-(4-chloro-phenyl)-3H-imidazo[4,5-b]pyridin-7-ylamino]-bicyclo[2.2.1]hept-5-ene-2-carboxylic acid amide). Reactants: NC1=NC=C(C(=C1N)N[C@H]1[C@H]([C@@H]2C=C[C@H]1C2)C(=O)N)Br ((1S,2S,3R,4R)-3-(2,3-Diamino-5-bromo-pyridin-4-ylamino)-bicyclo[2.2.1]hept-5-ene-2-carboxylic acid amide), ClC1=CC=C(C=O)C=C1 (4-Chlorobenzaldehyde), C(C)(=O)[O-].[NH4+] (Ammonium acetate). RXN SMILES: [NH2:1][C:2]1[C:7]([NH2:8])=[C:6]([NH:9][C@@H:10]2[C@@H:15]3[CH2:16][C@@H:12]([CH:13]=[CH:14]3)[C@@H:11]2[C:17]([NH2:19])=[O:18])[C:5]([Br:20])=[CH:4][N:3]=1.[Cl:21][C:22]1[CH:29]=[CH:28][C:25]([CH:26]=O)=[CH:24][CH:23]=1.C([O-])(=O)C.[NH4+]>>[Br:20][C:5]1[C:6]([NH:9][C@@H:10]2[C@@H:15]3[CH2:16][C@@H:12]([CH:13]=[CH:14]3)[C@@H:11]2[C:17]([NH2:19])=[O:18])=[C:7]2[N:8]=[C:26]([C:25]3[CH:28]=[CH:29][C:22]([Cl:21])=[CH:23][CH:24]=3)[NH:1][C:2]2=[N:3][CH:4]=1 |f:2.3|. Isolated yield 62.1%. The reactants are CCOC(=O)Cc1ccc(OC)c(Oc2ccc(Cl)cc2CBr)c1, C1COCCO1, [H-], [Na+], O=C1NCCO1. The product is CCOC(=O)Cc1ccc(OC)c(Oc2ccc(Cl)cc2CN2CCOC2=O)c1. RXN SMILES: [CH2:1]([CH3:2])[O:3][C:4]([CH2:5][c:6]1[cH:7][c:8]([O:14][c:15]2[c:16]([CH2:22][Br:23])[cH:17][c:18]([Cl:21])[cH:19][cH:20]2)[c:9]([O:12][CH3:13])[cH:10][cH:11]1)=[O:24].[CH2:33]1[O:34][CH2:35][CH2:36][O:37][CH2:38]1.[H-:31].[Na+:32].[O:25]1[C:26](=[O:30])[NH:27][CH2:28][CH2:29]1>>[CH2:1]([CH3:2])[O:3][C:4]([CH2:5][c:6]1[cH:7][c:8]([O:14][c:15]2[c:16]([CH2:22][N:27]3[C:26](=[O:30])[O:25][CH2:29][CH2:28]3)[cH:17][c:18]([Cl:21])[cH:19][cH:20]2)[c:9]([O:12][CH3:13])[cH:10][cH:11]1)=[O:24].